Dataset: the Open Reaction Database (ORD), a public repository of structured organic reaction records. Task: describe an organic reaction: reactants, conditions, products, and yield Starting materials: COC=1C=C(C=CC1)[Mg]Br (3-methoxyphenyl magnesium bromide), C12C(CCC1)O2 (cyclopentene oxide). Reagents/catalysts: [Cu]I (copper(I) iodide). Run in O1CCCC1 (tetrahydrofuran). Product: COC=1C=C(C=CC1)[C@H]1[C@@H](CCC1)O (trans-2-(3-Methoxyphenyl)-cyclopentanol). Yield: 56.3%. Reaction SMILES: [CH3:1][O:2][C:3]1[CH:4]=[C:5]([Mg]Br)[CH:6]=[CH:7][CH:8]=1.[CH:11]12[O:16][CH:12]1[CH2:13][CH2:14][CH2:15]2>O1CCCC1.[Cu]I>[CH3:1][O:2][C:3]1[CH:4]=[C:5]([C@@H:11]2[CH2:15][CH2:14][CH2:13][C@H:12]2[OH:16])[CH:6]=[CH:7][CH:8]=1. Reported procedure: To a solution of 3-methoxyphenyl magnesium bromide 1.0M (59.4 ml, 59.4 mmoles) and copper(I) iodide (0.762 g, 4.0 mmoles), add (dropwise) a solution of cyclopentene oxide (5.2 ml, 59.4 mmoles) in tetrahydrofuran (5 ml) over 40 minutes. The reaction is exothermic and the temperature rises to 45° C. Cool the reaction to ambient temperature and quench with a 25% solution of ammonium chloride (40 ml), extract with ether and shake with brine. Dry the organic layer over sodium sulfate and concentrate ... The reactants are BrC1=CC=C(C(=C1OCC1=CC=C(C(=O)N)C=C1)OC)OC(F)F (4-((6-bromo-3-(difluoromethoxy)-2-methoxyphenoxy)methyl)benzamide), C([O-])([O-])=O.[Cs+].[Cs+] (cesium carbonate), CC1(OB(OC1(C)C)C1=C2CCC(C2=CC=C1)=O)C (4-(4,4,5,5-tetramethyl-1,3,2-dioxaborolan-2-yl)-2,3-dihydro-1H-inden-1-one). Reagents/catalysts: [Pd].C1(=CC=CC=C1)P(C1=CC=CC=C1)C1=CC=CC=C1.C1(=CC=CC=C1)P(C1=CC=CC=C1)C1=CC=CC=C1.C1(=CC=CC=C1)P(C1=CC=CC=C1)C1=CC=CC=C1.C1(=CC=CC=C1)P(C1=CC=CC=C1)C1=CC=CC=C1 (tetrakis(triphenylphosphine) palladium(0)). The solvent is CN(C=O)C (dimethylformamide). Run at temperature 80 celsius. Product: FC(OC=1C(=C(OCC2=CC=C(C(=O)N)C=C2)C(=CC1)C1=C2CCC(C2=CC=C1)=O)OC)F (4-((3-(difluoromethoxy)-2-methoxy-6-(1-oxo-2,3-dihydro-1H-inden-4-yl)phenoxy)methyl)benzamide). Isolated yield 26.7%. RXN SMILES: Br[C:2]1[C:7]([O:8][CH2:9][C:10]2[CH:18]=[CH:17][C:13]([C:14]([NH2:16])=[O:15])=[CH:12][CH:11]=2)=[C:6]([O:19][CH3:20])[C:5]([O:21][CH:22]([F:24])[F:23])=[CH:4][CH:3]=1.C(=O)([O-])[O-].[Cs+].[Cs+].CC1(C)C(C)(C)OB([C:39]2[CH:47]=[CH:46][CH:45]=[C:44]3[C:40]=2[CH2:41][CH2:42][C:43]3=[O:48])O1>CN(C)C=O.[Pd].C1(P(C2C=CC=CC=2)C2C=CC=CC=2)C=CC=CC=1.C1(P(C2C=CC=CC=2)C2C=CC=CC=2)C=CC=CC=1.C1(P(C2C=CC=CC=2)C2C=CC=CC=2)C=CC=CC=1.C1(P(C2C=CC=CC=2)C2C=CC=CC=2)C=CC=CC=1>[F:23][CH:22]([F:24])[O:21][C:5]1[C:6]([O:19][CH3:20])=[C:7]([C:2]([C:39]2[CH:47]=[CH:46][CH:45]=[C:44]3[C:40]=2[CH2:41][CH2:42][C:43]3=[O:48])=[CH:3][CH:4]=1)[O:8][CH2:9][C:10]1[CH:18]=[CH:17][C:13]([C:14]([NH2:16])=[O:15])=[CH:12][CH:11]=1 |f:1.2.3,6.7.8.9.10|. Procedure: A stirring solution of 4-((6-bromo-3-(difluoromethoxy)-2-methoxyphenoxy)methyl)benzamide (500 mg, 1.24 mmol) in dimethylformamide (10 mL) was purged with argon for 1 h, to this cesium carbonate (1.2 g, 3.73 mmol), tetrakis(triphenylphosphine) palladium(0) (72 mg, 0.06 mmol) and 4-(4,4,5,5-tetramethyl-1,3,2-dioxaborolan-2-yl)-2,3-dihydro-1H-inden-1-one (641 mg, 2.48 mmol) was added and the resultant reaction mixture was heated to 80° C. for 16 h. The reaction mixture was cooled to RT and filtered... RXN SMILES: [N:1]1[CH:6]=[CH:5][CH:4]=[C:3]([C:7]2[N:15]3[C:10]([CH2:11][CH2:12][CH2:13][CH2:14]3)=[C:9]([C:16]#[N:17])[CH:8]=2)[CH:2]=1.[N:18]1C=CC=C(C2N3C(CCCC3)=CC=2C#N)[CH:19]=1.S(Cl)(N=C=O)(=O)=O>>[C:19]([C:8]1[C:9]([C:16]#[N:17])=[C:10]2[N:15]([C:7]=1[C:3]1[CH:2]=[N:1][CH:6]=[CH:5][CH:4]=1)[CH2:14][CH2:13][CH2:12][CH2:11]2)#[N:18]. Reactants: mixture, solid, S(=O)(=O)(N=C=O)Cl (sulphonyl isocyanate chloride), N1=CC(=CC=C1)C1=CC(=C2CCCCN12)C#N (3-(3-pyridyl)-5,6,7,8-tetrahydroindolizine-1-carbonitrile), N1=CC(=CC=C1)C1=C(C=C2CCCCN12)C#N (3-(3-pyridyl)-5,6,7,8-tetrahydroindolizine-2-carbonitrile). Procedure: 2-Cyano-3-(3-pyridyl)-5,6,7,8-tetrahydroindolizine-1-carbonitrile is prepared according to the same method described in Example 15, from 19.3 g of a mixture of approximately 35 mol % of 3-(3-pyridyl)-5,6,7,8-tetrahydroindolizine-1-carbonitrile and 65 mol % of 3-(3-pyridyl)-5,6,7,8-tetrahydroindolizine-2-carbonitrile and from 36.6 g of sulphonyl isocyanate chloride. 2.8 g of 2-cyano-3-(3-pyridyl)-5,6,7,8-tetrahydroindolizine-1-carbonitrile are thus obtained in the form of a white solid melting at... Product: C(#N)C=1C(=C2CCCCN2C1C=1C=NC=CC1)C#N (2-cyano-3-(3-pyridyl)-5,6,7,8-tetrahydroindolizine-1-carbonitrile). The reactants are ClC1=CC2=C(CC3(CN(CC4=CC=CC=C34)C(NC)=S)O2)C=C1 (6-chloro-2'-(N-methylthiocarbamyl)spiro[benzofuran-2(3H),4'(2'H)-isoquinoline]), IC (iodomethane), CCOCC (ether). Run in CO (methanol), C(C)O (ethanol). Yields the product I.ClC1=CC2=C(CC3(CN(CC4=CC=CC=C34)C(NC)=SC)O2)C=C1 (6-Chloro-2'-(N,S-dimethylthiocarbamyl)spiro[benzofuran-2(3H),4'(2'H)isoquinoline] hydroiodide). The yield is 99.0%. As a reaction SMILES: [Cl:1][C:2]1[CH:23]=[CH:22][C:5]2[CH2:6][C:7]3([O:21][C:4]=2[CH:3]=1)[C:16]1[C:11](=[CH:12][CH:13]=[CH:14][CH:15]=1)[CH2:10][N:9]([C:17](=[S:20])[NH:18][CH3:19])[CH2:8]3.[I:24]C.[CH3:26]COCC>CO.C(O)C>[IH:24].[Cl:1][C:2]1[CH:23]=[CH:22][C:5]2[CH2:6][C:7]3([O:21][C:4]=2[CH:3]=1)[C:16]1[C:11](=[CH:12][CH:13]=[CH:14][CH:15]=1)[CH2:10][N:9]([C:17](=[SH:20][CH3:26])[NH:18][CH3:19])[CH2:8]3 |f:5.6|. Procedure details: A solution of 6-chloro-2'-(N-methylthiocarbamyl)spiro[benzofuran-2(3H),4'(2'H)-isoquinoline] (12.0 g) and iodomethane (7.4 g) in methanol (150 ml) and ethanol (100 ml) is heated under reflux for four hours. Removal of solvents in vacuo yields a solid which, upon trituration with ether, yields product as a solid (16.4 g, 99%). An analytical sample is recrystallized from ethyl acetate/methanol to yield a white solid, 181°-182° (dec.). Reactants: Br (HBr), COC=1C=C(C=CC1)C1CNCCC1 (3-(3-methoxyphenyl)piperidine). Product: N1CC(CCC1)C=1C=C(C=CC1)O (3-(Piperidin-3-yl)phenol). Reaction SMILES: Br.C[O:3][C:4]1[CH:5]=[C:6]([CH:10]2[CH2:15][CH2:14][CH2:13][NH:12][CH2:11]2)[CH:7]=[CH:8][CH:9]=1>>[NH:12]1[CH2:13][CH2:14][CH2:15][CH:10]([C:6]2[CH:5]=[C:4]([OH:3])[CH:9]=[CH:8][CH:7]=2)[CH2:11]1. Procedure: HBr can be prepared from 3-(3-methoxyphenyl)piperidine as described in J. Med. Chem., 24 (1981) 1475. Starting materials: [C-]#N.[Na+] (sodium cyanide), 15.2, S1C(=CC=C1)C(=O)C=1C(=C(C=CC1)CBr)Cl (α-bromo-2-chloro-m-tolyl 2-thienyl ketone). Run in CS(=O)C (dimethyl sulfoxide), CS(=O)C (dimethyl sulfoxide). Run at time 2 hour. Yields the product ClC1=C(C=CC=C1C(C1=CC=CS1)=O)CC#N (2-[2-chloro-3-(2-thenoyl)phenyl] acetonitrile). Reaction SMILES: [C-:1]#[N:2].[Na+].[S:4]1[CH:8]=[CH:7][CH:6]=[C:5]1[C:9]([C:11]1[C:12]([Cl:19])=[C:13]([CH2:17]Br)[CH:14]=[CH:15][CH:16]=1)=[O:10]>CS(C)=O>[Cl:19][C:12]1[C:11]([C:9](=[O:10])[C:5]2[S:4][CH:8]=[CH:7][CH:6]=2)=[CH:16][CH:15]=[CH:14][C:13]=1[CH2:17][C:1]#[N:2] |f:0.1|. Reported procedure: To a stirred and hot solution of 7.35 parts of sodium cyanide in 50 parts of dimethyl sulfoxide is added dropwise a solution of 15.2 parts of α-bromo-2-chloro-m-tolyl 2-thienyl ketone in 25 parts of dimethyl sulfoxide at 60° C. Upon completion, stirring is continued for 2 hours at 60° C. The reaction mixture is poured onto water and the product is extracted three times with 240 parts of ether. The combined ether phases are washed three times with 100 parts of water, dried, filtered and evaporate... The reactants are C(C)(C)(C)N1C(C=2N(C3=CC=CC=C13)C=NC2C(=O)OCC)=O (Ethyl 5-tert-butyl-4,5-dihydro-4-oxo-imidazo[1,5-a]quinoxaline-3-carboxylate), [N+](#[C-])CC(=O)OCC (ethyl isocyanoacetate), C(C)(C)(C)N1C(C(NC2=CC=CC=C12)=O)=O (1-tert-butyl-1,2,3,4-tetrahydro-2,3-dioxoquinoxaline). Product: C(C)(C)(C)N1C(C=2N(C3=CC=CC=C13)C=NC2C2=NOC(=N2)C2CC2)=O (5-tert-butyl-3-(5-cyclopropyl-1,2,4-oxadiazol-3-yl)-4,5-dihydro-4-oxo-imidazo[1,5-a]quinoxaline). RXN SMILES: C([N:5]1[C:14]2[C:9](=CC=CC=2)[N:8]2[CH:15]=N[C:17]([C:18](OCC)=O)=[C:7]2[C:6]1=[O:23])(C)(C)C.[N+:24](CC(OCC)=O)#[C-].[C:32]([N:36]1[C:45]2[C:40](=[CH:41][CH:42]=[CH:43][CH:44]=2)[NH:39][C:38](=O)[C:37]1=[O:47])([CH3:35])([CH3:34])[CH3:33]>>[C:32]([N:36]1[C:45]2[C:40](=[CH:41][CH:42]=[CH:43][CH:44]=2)[N:39]2[CH:15]=[N:8][C:9]([C:14]3[N:5]=[C:6]([CH:7]4[CH2:17][CH2:18]4)[O:23][N:24]=3)=[C:38]2[C:37]1=[O:47])([CH3:35])([CH3:34])[CH3:33]. Procedure details: Ethyl 5-tert-butyl-4,5-dihydro-4-oxo-imidazo[1,5-a]quinoxaline-3-carboxylate, m.p. 289°-290° C. by reaction between ethyl isocyanoacetate and 1-tert-butyl-1,2,3,4-tetrahydro-2,3-dioxoquinoxaline Reactants: C1(C(OBO1)(C)C)(C)C, c1(nn(cc1)C)N. The reagents and catalysts are c1ccc(cc1)-c2c3ccccc3cc4ccccc24 (9-Phenylanthracene), c12c3c(c(c(cn3)C)C)ccc1c(c(cn2)C)C (3,4,7,8-4Me-Phen), [Ir-]12[Ir-]([O+]1C)[O+]2C.C1=CCCC=CCC1.C1=CCCC=CCC1 ([Ir(OMe)(COD)]2). The solvent is CC(C)(C)OC (tBME). Conditions: temperature 80 celsius, time 18 hour. Product: Cn1nc(N)cc1B2OC(C)(C)C(C)(C)O2. RXN SMILES: [CH3:1][C:2]1([C:7]([CH3:9])([CH3:8])[O:6][BH:5][O:4]1)[CH3:3].[CH3:10][n:11]1[n:16][c:14]([NH2:15])[cH:13][cH:12]1>>[CH3:10][n:11]1[c:12]([B:5]2[O:6][C:7]([CH3:9])([CH3:8])[C:2]([CH3:3])([CH3:1])[O:4]2)[cH:13][c:14]([NH2:15])[n:16]1.